The task is: describe an organic reaction: reactants, conditions, products, and yield. This data is from the Open Reaction Database (ORD), a public repository of structured organic reaction records. As a reaction SMILES: [F:17][c:18]1[c:19]([C:20](=[O:21])[Cl:22])[c:23]([F:27])[cH:24][cH:25][cH:26]1.[NH2:1][c:2]1[cH:3][c:4]([C:5](=[O:6])[CH:7]2[CH2:8][CH2:9][N:10]([CH3:13])[CH2:11][CH2:12]2)[cH:14][cH:15][cH:16]1>>[NH:1]([c:2]1[cH:3][c:4]([C:5](=[O:6])[CH:7]2[CH2:8][CH2:9][N:10]([CH3:13])[CH2:11][CH2:12]2)[cH:14][cH:15][cH:16]1)[C:20]([c:19]1[c:18]([F:17])[cH:26][cH:25][cH:24][c:23]1[F:27])=[O:21]. Yields the product CN1CCC(C(=O)c2cccc(NC(=O)c3c(F)cccc3F)c2)CC1. Reactants: O=C(Cl)c1c(F)cccc1F, CN1CCC(C(=O)c2cccc(N)c2)CC1. The reactants are CSC(=S)P(OCC)(OCC)=O (diethyl (methylthio)thiocarbonylphosphonate), [I-].[Na+] (sodium iodide). Run in O1CCCC1 (tetrahydrofuran). Run at time 18 hour. Product: CSC(=S)P(O)(O)=O.C(C)[Na] (Ethyl sodium (methylthio)thiocarbonylphosphonate). As a reaction SMILES: [CH3:1][S:2][C:3]([P:5](=[O:12])([O:9][CH2:10][CH3:11])[O:6]CC)=[S:4].[I-].[Na+:14]>O1CCCC1>[CH3:1][S:2][C:3]([P:5](=[O:6])([OH:12])[OH:9])=[S:4].[CH2:10]([Na:14])[CH3:11] |f:1.2,4.5|. Procedure details: To a solution of 2.3 parts of diethyl (methylthio)thiocarbonylphosphonate in 50 parts of dry tetrahydrofuran was added 1.5 parts of sodium iodide. The solution was stirred for 18 hours at room temperature, then warmed on a steam bath for one-half hour. The desired orange ethyl sodium (methylthio)thiocarbonylphosphonate was then filtered, m.p. 288° d. Reactants: C(C)(C)(C)OC(=O)N1CCC(CC1)OC=1C=C2C=CN=C(C2=CC1C)N (4-(1-amino-7-methylisoquinolin-6-yloxy)-piperidine-1-carboxylic acid tert-butyl ester). The solvent is ClCCl (dichloromethane), FC(C(=O)O)(F)F (trifluoroacetic acid). Run at time 8 hour. The product is CC1=C(C=C2C=CN=C(C2=C1)N)OC1CCNCC1 (7-methyl-6-(piperidin-4-yloxy)isoquinolin-1-ylamine). As a reaction SMILES: C(OC([N:8]1[CH2:13][CH2:12][CH:11]([O:14][C:15]2[CH:16]=[C:17]3[C:22](=[CH:23][C:24]=2[CH3:25])[C:21]([NH2:26])=[N:20][CH:19]=[CH:18]3)[CH2:10][CH2:9]1)=O)(C)(C)C>ClCCl.FC(F)(F)C(O)=O>[CH3:25][C:24]1[CH:23]=[C:22]2[C:17]([CH:18]=[CH:19][N:20]=[C:21]2[NH2:26])=[CH:16][C:15]=1[O:14][CH:11]1[CH2:12][CH2:13][NH:8][CH2:9][CH2:10]1. Procedure details: A suspension of 1-amino-7-methylisoquinolin4-ol (430 mg, 2.4 mmol), 4-methanesulfonyloxypiperidine-1-carboxylic acid tert-butyl ester (1.0 g) and K2CO3 (510 mg, 3.7 mmol) in anhydrous N, N-dimethylformamide (8 ml) were microwaved at 100° C. for 10 minutes. A further equivalent of 4-methanesulfonyloxypiperidine-1-carboxylic acid tert-butyl ester in N, N-dimethylformamide (4 ml) was added and the mixture microwaved at 100° C. for a further 10 minutes. The mixture was diluted with water, acidified ... The reactants are [C-]#N, Cl, O=N[O-], CN(C)CCC(c1ccc(N)cc1)c1ncc[nH]1, [Na+], N#C[Na], O. Yields the product CN(C)CCC(c1ccc(C#N)cc1)c1ncc[nH]1. Reaction SMILES: [C-:26]#[N:27].[ClH:29].[N:1]([O-:2])=[O:3].[NH2:5][c:6]1[cH:7][cH:8][c:9]([CH:12]([CH2:13][CH2:14][N:15]([CH3:16])[CH3:17])[c:18]2[nH:19][cH:20][cH:21][n:22]2)[cH:10][cH:11]1.[Na+:4].[Na:23][C:24]#[N:25].[OH2:28]>>[c:6]1([C:24]#[N:25])[cH:7][cH:8][c:9]([CH:12]([CH2:13][CH2:14][N:15]([CH3:16])[CH3:17])[c:18]2[nH:19][cH:20][cH:21][n:22]2)[cH:10][cH:11]1. The reactants are COC1CCC2(CC1)Oc1ccc(Br)cc1C2=N, CO, CC(=O)C(N)=S. Product: COC1CCC2(CC1)Oc1ccc(Br)cc1C21N=C(C)C(=S)N1. RXN SMILES: [Br:1][c:2]1[cH:3][cH:4][c:5]2[c:6]([cH:18]1)[C:7](=[NH:17])[C:8]1([O:9]2)[CH2:10][CH2:11][CH:12]([O:15][CH3:16])[CH2:13][CH2:14]1.[CH3:25][OH:26].[O:19]=[C:20]([C:21]([NH2:22])=[S:23])[CH3:24]>>[Br:1][c:2]1[cH:3][cH:4][c:5]2[c:6]([cH:18]1)[C:7]1([C:8]3([O:9]2)[CH2:10][CH2:11][CH:12]([O:15][CH3:16])[CH2:13][CH2:14]3)[N:17]=[C:20]([CH3:24])[C:21](=[S:23])[NH:22]1. Reactants: [OH-].[Li+] (Lithium hydroxide), C(C)(C)(C)OC(=O)N[C@H]1[C@@H](CC=C(C2=NC=CN=C21)CC(=O)OC)C2=C(C(=CC=C2)F)F (methyl 2-((5S,6S)-5-(tert-butoxycarbonylamino)-6-(2,3-difluorophenyl)-6,7-dihydro-5H-cyclohepta[b]pyrazin-9-yl)acetate). The solvent is O1CCCC1.CO (tetrahydrofuran methanol). Reaction conditions: time 16 hour. Yields the product C(C)(C)(C)OC(=O)N[C@H]1[C@@H](C\C=C(/C2=NC=CN=C21)\CC(=O)O)C2=C(C(=CC=C2)F)F (2-((5S,6S,Z)-5-(tert-butoxycarbonylamino)-6-(2,3-difluorophenyl)-6,7-dihydro-5H-cyclohepta[b]pyrazin-9-yl)acetic acid). RXN SMILES: [OH-].[Li+].[C:3]([O:7][C:8]([NH:10][C@@H:11]1[C:21]2[C:16](=[N:17][CH:18]=[CH:19][N:20]=2)[C:15]([CH2:22][C:23]([O:25]C)=[O:24])=[CH:14][CH2:13][C@H:12]1[C:27]1[CH:32]=[CH:31][CH:30]=[C:29]([F:33])[C:28]=1[F:34])=[O:9])([CH3:6])([CH3:5])[CH3:4]>O1CCCC1.CO>[C:3]([O:7][C:8]([NH:10][C@@H:11]1[C:21]2[C:16](=[N:17][CH:18]=[CH:19][N:20]=2)[C:15]([CH2:22][C:23]([OH:25])=[O:24])=[CH:14][CH2:13][C@H:12]1[C:27]1[CH:32]=[CH:31][CH:30]=[C:29]([F:33])[C:28]=1[F:34])=[O:9])([CH3:6])([CH3:4])[CH3:5] |f:0.1,3.4|. Reported procedure: In a 50 mL round-bottomed flask was dissolved methyl 2-((5S,6S)-5-(tert-butoxycarbonylamino)-6-(2,3-difluorophenyl)-6,7-dihydro-5H-cyclohepta[b]pyrazin-9-yl)acetate (5) in 4:1 tetrahydrofuran/methanol (2.5 mL). Lithium hydroxide (0.588 mL, 0.588 mmol) was added and the mixture was stirred at rt for 16 h. LCMS indicated complete conversion. The mixture was concentrated and further dried under a high vacuum to remove water to give a slightly orange solid, which was directly carried on to the next ...